The task is: describe an organic reaction: reactants, conditions, products, and yield. This data is from the Open Reaction Database (ORD), a public repository of structured organic reaction records. Starting materials: C[C@H]1NCCC(N(C1)CCCN1CCCCC1)=O ((R)-2-methyl-4-(3-piperidin-1-yl-propyl)-[1,4]diazepan-5-one), IC1=C(C=CC=C1)C(F)(F)F (iodobenzotrifluoride). Product: C[C@H]1N(CCC(N(C1)CCCN1CCCCC1)=O)C1=CC(=CC=C1)C(F)(F)F ((R)-2-Methyl-4-(3-piperidin-1-yl-propyl)-1-(3-trifluoromethyl-phenyl)-[1,4]diazepan-5-one). Reaction SMILES: [CH3:1][C@@H:2]1[CH2:8][N:7]([CH2:9][CH2:10][CH2:11][N:12]2[CH2:17][CH2:16][CH2:15][CH2:14][CH2:13]2)[C:6](=[O:18])[CH2:5][CH2:4][NH:3]1.I[C:20]1[CH:25]=[CH:24][CH:23]=[CH:22][C:21]=1[C:26]([F:29])([F:28])[F:27]>>[CH3:1][C@@H:2]1[CH2:8][N:7]([CH2:9][CH2:10][CH2:11][N:12]2[CH2:17][CH2:16][CH2:15][CH2:14][CH2:13]2)[C:6](=[O:18])[CH2:5][CH2:4][N:3]1[C:25]1[CH:24]=[CH:23][CH:22]=[C:21]([C:26]([F:29])([F:28])[F:27])[CH:20]=1. Reported procedure: The title compound was prepared from (R)-2-methyl-4-(3-piperidin-1-yl-propyl)-[1,4]diazepan-5-one and iodobenzotrifluoride in analogy to example 33. MS: 398.3 (MH+). Product: CN=c1ccccn1-c1ccc(I)cc1. Reactants: CI, CN, CC#N, CO, S=c1ccccn1-c1ccc(I)cc1. RXN SMILES: [CH3:15][I:16].[CH3:17][NH2:18].[CH3:19][C:20]#[N:21].[CH3:22][OH:23].[I:1][c:2]1[cH:3][cH:4][c:5](-[n:8]2[c:9](=[S:14])[cH:10][cH:11][cH:12][cH:13]2)[cH:6][cH:7]1>>[I:1][c:2]1[cH:3][cH:4][c:5](-[n:8]2[c:9](=[N:18][CH3:17])[cH:10][cH:11][cH:12][cH:13]2)[cH:6][cH:7]1. The reactants are NC1=CC(=NC(=C1C#N)OCC)C(=O)O (4-amino-5-cyano-6-ethoxypicolinic acid), Cl.C(C)N=C=NCCCN(C)C (1-ethyl-3-(3′-dimethylaminopropyl)carbodiimide hydrochloride), O.ON1N=NC2=C1C=CC=C2 (1-hyroxybenzotriazole hydrate), C(C)(C)N(CC)C(C)C (diisopropylethylamine), Cl.Cl.N1=C(C=CC=C1)C1=CC=C(S1)S(=O)(=O)N1CCC(CC1)CN ((1-(5-(Pyridin-2-yl)thiophen-2-ylsulfonyl)piperidin-4-yl)methanamine Dihydrochloride). The solvent is CN(C=O)C (N,N-dimethylformamide). Reaction conditions: time 15 minute. Yields the product NC1=CC(=NC(=C1C#N)OCC)C(=O)NCC1CCN(CC1)S(=O)(=O)C=1SC(=CC1)C1=NC=CC=C1 (4-Amino-5-cyano-6-ethoxy-N-((1-(5-(pyridin-2-yl)thiophen-2-ylsulfonyl)piperidin-4-yl)methyl)picolinamide). The yield is 42.4%. Reaction SMILES: [NH2:1][C:2]1[C:7]([C:8]#[N:9])=[C:6]([O:10][CH2:11][CH3:12])[N:5]=[C:4]([C:13]([OH:15])=O)[CH:3]=1.Cl.C(N=C=NCCCN(C)C)C.O.ON1C2C=CC=CC=2N=N1.C(N(C(C)C)CC)(C)C.Cl.Cl.[N:50]1[CH:55]=[CH:54][CH:53]=[CH:52][C:51]=1[C:56]1[S:60][C:59]([S:61]([N:64]2[CH2:69][CH2:68][CH:67]([CH2:70][NH2:71])[CH2:66][CH2:65]2)(=[O:63])=[O:62])=[CH:58][CH:57]=1>CN(C)C=O>[NH2:1][C:2]1[C:7]([C:8]#[N:9])=[C:6]([O:10][CH2:11][CH3:12])[N:5]=[C:4]([C:13]([NH:71][CH2:70][CH:67]2[CH2:66][CH2:65][N:64]([S:61]([C:59]3[S:60][C:56]([C:51]4[CH:52]=[CH:53][CH:54]=[CH:55][N:50]=4)=[CH:57][CH:58]=3)(=[O:63])=[O:62])[CH2:69][CH2:68]2)=[O:15])[CH:3]=1 |f:1.2,3.4,6.7.8|. Procedure: A solution of 4-amino-5-cyano-6-ethoxypicolinic acid (0.038 g) in N,N-dimethylformamide (2 mL) was treated with 1-ethyl-3-(3′-dimethylaminopropyl)carbodiimide hydrochloride (0.039 g), 1-hyroxybenzotriazole hydrate (0.031 g), followed by diisopropylethylamine (0.096 mL) at room temperature. After stirring for 15 minutes, the compound prepared in Example 244 (0.079 g) was added. Stirring was continued overnight, and the resulting mixture was washed with water, and the product extracted with ethyl ... The reactants are ClC1=CC=C(C=C1)CC(=O)SC#N (4-chlorophenylacetyl thiocyanate), S(O)(O)(=O)=O (sulfuric acid), ice. Run in C(C)(=O)O (acetic acid). Yields the product ClC1=CC=C(C=C1)C=1NC(SC1)=O (4-(4-chlorophenyl)-2-oxo-1,3-thiazole). Isolated yield 91.0%. Reaction SMILES: [Cl:1][C:2]1[CH:7]=[CH:6][C:5]([CH2:8][C:9]([S:11][C:12]#[N:13])=O)=[CH:4][CH:3]=1.S(=O)(=O)(O)[OH:15]>C(O)(=O)C>[Cl:1][C:2]1[CH:7]=[CH:6][C:5]([C:8]2[NH:13][C:12](=[O:15])[S:11][CH:9]=2)=[CH:4][CH:3]=1. Procedure details: The compound (40)(10.9 mg, 52.2 mmol) was suspended in acetic acid (50 ml) and 50% sulfuric acid (15 ml) was added dropwise at 60° C. The mixture was heated under reflux for 2 hrs. After cooling, the reaction mixture added to ice (200 g). The precipitated crystals were collected by filtration, washed twice with water (200 ml) and dried under reduced pressure to give the title compound (10.1 g, 91%). Starting materials: O=C([O-])[O-], CCBr, Cc1cnc2c(c1)NC=NS2(=O)=O, CC#N, [K+], [K+], O. Yields the product CCN1C=NS(=O)(=O)c2ncc(C)cc21. As a reaction SMILES: [C:14](=[O:15])([O-:16])[O-:17].[CH2:20]([CH3:21])[Br:22].[CH3:1][c:2]1[cH:3][c:4]2[c:9]([n:10][cH:11]1)[S:8](=[O:12])(=[O:13])[N:7]=[CH:6][NH:5]2.[CH3:23][C:24]#[N:25].[K+:18].[K+:19].[OH2:26]>>[CH3:1][c:2]1[cH:3][c:4]2[c:9]([n:10][cH:11]1)[S:8](=[O:12])(=[O:13])[N:7]=[CH:6][N:5]2[CH2:20][CH3:21].